The task is: describe an organic reaction: reactants, conditions, products, and yield. This data is from the Open Reaction Database (ORD), a public repository of structured organic reaction records. Reactants: C(#N)CC(=O)NC1=CC=C(C=C1)F (2-cyano-N-(4-fluorophenyl)acetamide), C(C)O/C=C/C(C(F)(F)F)=O ((3E)-4-ethoxy-1,1,1-trifluorobut-3-en-2-one), N12CCN(CC1)CC2 (1,4-diazabicyclo[2.2.2]octane). Solvent: Cl (hydrochloric acid), C(C)(=O)OCC (ethyl acetate), COCCO (dimethyleneglycol monomethylether). Conditions: temperature 120 celsius, time 6 hour. Product: FC1=CC=C(C=C1)N1C(C(=CC=C1C(F)(F)F)C#N)=O (1-(4-fluorophenyl)-2-oxo-6-(trifluoromethyl)-1,2-dihydropyridine-3-carbonitrile). The yield is 7.3%. As a reaction SMILES: [C:1]([CH2:3][C:4]([NH:6][C:7]1[CH:12]=[CH:11][C:10]([F:13])=[CH:9][CH:8]=1)=[O:5])#[N:2].C(O/[CH:17]=[CH:18]/[C:19](=O)[C:20]([F:23])([F:22])[F:21])C.N12CCN(CC1)CC2>COCCO.Cl.C(OCC)(=O)C>[F:13][C:10]1[CH:9]=[CH:8][C:7]([N:6]2[C:19]([C:20]([F:23])([F:22])[F:21])=[CH:18][CH:17]=[C:3]([C:1]#[N:2])[C:4]2=[O:5])=[CH:12][CH:11]=1. Procedure details: To a solution of 2-cyano-N-(4-fluorophenyl)acetamide (2 g, 11.2 mmol) and (3E)-4-ethoxy-1,1,1-trifluorobut-3-en-2-one (2.26 g, 13.4 mmol) in dimethyleneglycol monomethylether (20 mL) was added 1,4-diazabicyclo[2.2.2]octane (1.26 g, 11.2 mmol), and the mixture was stirred at 120° C. for 6 hr. The reaction mixture was diluted with 1N hydrochloric acid and ethyl acetate, and the mixture was extracted 3 times with ethyl acetate. The organic layer was washed with saturated brine, dried over anhydrous...